This data is from the Open Reaction Database (ORD), a public repository of structured organic reaction records. The task is: describe an organic reaction: reactants, conditions, products, and yield Starting materials: ClC1=CC=C(S1)CN1C=C(C2=CC=CC=C12)C1CCNCC1 (1-(5-chloro-thiophen-2-ylmethyl)-3-piperidin-4-yl-1H-indole), COC(C1=CC(=CC=C1)CBr)=O (3-bromomethyl-benzoic acid methyl ester). Yields the product ClC1=CC=C(S1)CN1C=C(C2=CC=CC=C12)C1CCN(CC1)CC=1C=C(C(=O)O)C=CC1 (3-{4-[1-(5-chloro-thiophen-2-ylmethyl)-1H-indol-3-yl]-piperidin-1-ylmethyl}-benzoic acid). RXN SMILES: [Cl:1][C:2]1[S:6][C:5]([CH2:7][N:8]2[C:16]3[C:11](=[CH:12][CH:13]=[CH:14][CH:15]=3)[C:10]([CH:17]3[CH2:22][CH2:21][NH:20][CH2:19][CH2:18]3)=[CH:9]2)=[CH:4][CH:3]=1.C[O:24][C:25](=[O:34])[C:26]1[CH:31]=[CH:30][CH:29]=[C:28]([CH2:32]Br)[CH:27]=1>>[Cl:1][C:2]1[S:6][C:5]([CH2:7][N:8]2[C:16]3[C:11](=[CH:12][CH:13]=[CH:14][CH:15]=3)[C:10]([CH:17]3[CH2:22][CH2:21][N:20]([CH2:32][C:28]4[CH:27]=[C:26]([CH:31]=[CH:30][CH:29]=4)[C:25]([OH:34])=[O:24])[CH2:19][CH2:18]3)=[CH:9]2)=[CH:4][CH:3]=1. Reported procedure: This compound was prepared following the procedure described in example 19 (part C) starting with 1.48 mmol (4.48 mmol) of 1-(5-chloro-thiophen-2-ylmethyl)-3-piperidin-4-yl-1H-indole and 1.0 g (8.8 mmol) of 3-bromomethyl-benzoic acid methyl ester. The crude mixture was purified by flash chromatography over silica gel affording 0.29 g (14% of yield) of the pure acid. The reactants are C(#N)N=C(NCCSCC1=NSC(=N1)NC(=N)N)NC (3-[2-(2-cyano-3-methylguanidino)-ethylthiomethyl]-5-guanidino-1,2,4-thiadiazole), I(=O)(=O)(=O)[O-].[Na+] (sodium metaperiodate), CO (methanol). Run in O (water). Reaction conditions: time 8 hour. Product: C(#N)N=C(NCCS(=O)CC1=NSC(=N1)NC(=N)N)NC (3-[2-(2-cyano-3-methylguanidino)-ethylsulphinylmethyl]-5-guanidino-1,2,4-thiadiazole). As a reaction SMILES: [C:1]([N:3]=[C:4]([NH:19][CH3:20])[NH:5][CH2:6][CH2:7][S:8][CH2:9][C:10]1[N:14]=[C:13]([NH:15][C:16]([NH2:18])=[NH:17])[S:12][N:11]=1)#[N:2].I([O-])(=O)(=O)=[O:22].[Na+].CO>O>[C:1]([N:3]=[C:4]([NH:19][CH3:20])[NH:5][CH2:6][CH2:7][S:8]([CH2:9][C:10]1[N:14]=[C:13]([NH:15][C:16]([NH2:18])=[NH:17])[S:12][N:11]=1)=[O:22])#[N:2] |f:1.2|. Procedure details: A mixture of 3-[2-(2-cyano-3-methylguanidino)-ethylthiomethyl]-5-guanidino-1,2,4-thiadiazole (0.626 g.), sodium metaperiodate (0.428 g.), methanol (20 ml.) and water (70 ml.) was stirred overnight at room temperature. The reaction mixture was evaporated to dryness and the residue extracted with absolute ethanol (120 ml.). The extract was filtered and evaporated to dryness. The residue was crystallised from methanol (with charcoal treatment) to give 3-[2-(2-cyano-3-methylguanidino)-ethylsulphinyl... The reactants are NC(CC(C(=O)OCC)C)C1=C(C=CC=C1OC)OC (ethyl 4-amino-4-(2,6-dimethoxyphenyl)-2-methylbutanoate), N1C=CC2=CC(=CC=C12)C=O (1H-indole-5-carbaldehyde). The product is N1C=CC2=CC(=CC=C12)CN1C(C(CC1C1=C(C=CC=C1OC)OC)C)=O (1-((1H-indol-5-yl)methyl)-5-(2,6-dimethoxyphenyl)-3-methylpyrrolidin-2-one). RXN SMILES: [NH2:1][CH:2]([C:11]1[C:16]([O:17][CH3:18])=[CH:15][CH:14]=[CH:13][C:12]=1[O:19][CH3:20])[CH2:3][CH:4]([CH3:10])[C:5]([O:7]CC)=O.[NH:21]1[C:29]2[C:24](=[CH:25][C:26]([CH:30]=O)=[CH:27][CH:28]=2)[CH:23]=[CH:22]1>>[NH:21]1[C:29]2[C:24](=[CH:25][C:26]([CH2:30][N:1]3[CH:2]([C:11]4[C:12]([O:19][CH3:20])=[CH:13][CH:14]=[CH:15][C:16]=4[O:17][CH3:18])[CH2:3][CH:4]([CH3:10])[C:5]3=[O:7])=[CH:27][CH:28]=2)[CH:23]=[CH:22]1. Procedure details: Prepared according to the described general procedure 2 (GP2) by reaction of ethyl 4-amino-4-(2,6-dimethoxyphenyl)-2-methylbutanoate with commercially available 1H-indole-5-carbaldehyde. Subsequent purification by preparative HPLC afforded the target compound. LC-MS (conditions A): tR=0.77 min.; [M+H]+: 365.00 g/mol.